Dataset: the Open Reaction Database (ORD), a public repository of structured organic reaction records. Task: describe an organic reaction: reactants, conditions, products, and yield The reactants are [H-].[Na+] (Sodium hydride), COC=1C(=C2C=CC(=C(C2=CC1)C(=O)NCC(=O)OC(C)(C)C)OCC(F)(F)F)C(F)(F)F (N-[[6-methoxy-2-(2,2,2-trifluoroethoxy)-5-(trifluoromethyl)-1-naphthalenyl]carbonyl]glycine, 1,1-dimethylethyl ester), ClC(=O)OC (methyl chloroformate). Run in C1CCOC1 (THF), C1CCOC1 (THF). Conditions: temperature 55 celsius, time 10 minute. Yields the product COC=1C(=C2C=CC(=C(C2=CC1)C(=O)N(CC(=O)OC(C)(C)C)C(=O)OC)OCC(F)(F)F)C(F)(F)F (N-[[6-Methoxy-2-(2,2,2-trifluoroethoxy)-5-(trifluoromethyl)-1-naphthalenyl]carbonyl]-N-(methoxycarbonyl)glycine, 1,1-Dimethylethyl Ester). RXN SMILES: [H-].[Na+].[CH3:3][O:4][C:5]1[C:6]([C:32]([F:35])([F:34])[F:33])=[C:7]2[C:12](=[CH:13][CH:14]=1)[C:11]([C:15]([NH:17][CH2:18][C:19]([O:21][C:22]([CH3:25])([CH3:24])[CH3:23])=[O:20])=[O:16])=[C:10]([O:26][CH2:27][C:28]([F:31])([F:30])[F:29])[CH:9]=[CH:8]2.Cl[C:37]([O:39][CH3:40])=[O:38]>C1COCC1>[CH3:3][O:4][C:5]1[C:6]([C:32]([F:33])([F:34])[F:35])=[C:7]2[C:12](=[CH:13][CH:14]=1)[C:11]([C:15]([N:17]([C:37]([O:39][CH3:40])=[O:38])[CH2:18][C:19]([O:21][C:22]([CH3:25])([CH3:23])[CH3:24])=[O:20])=[O:16])=[C:10]([O:26][CH2:27][C:28]([F:29])([F:30])[F:31])[CH:9]=[CH:8]2 |f:0.1|. Procedure details: Sodium hydride (80% by weight dispersion in mineral oil, 381 mg, 1.1 eq) was added to a stirred solution of N-[[6-methoxy-2-(2,2,2-trifluoroethoxy)-5-(trifluoromethyl)-1-naphthalenyl]carbonyl]glycine, 1,1-dimethylethyl ester (5.56 g, 11.5 mmol) in anhydrous THF (90 mL) at room temperature under a dry nitrogen atmosphere. The reaction was heated at 55° C. for 2 hours, then cooled to 0° C. in an ice bath. A solution of methyl chloroformate (1.21 mL, 1.36 eq) in anhydrous THF (30 mL) was slowly add...